From a dataset of the Open Reaction Database (ORD), a public repository of structured organic reaction records. describe an organic reaction: reactants, conditions, products, and yield Reactants: O=C1CCC(=O)N1Cl, CN(C)C=O, CC(O)C(=O)N1CCC(c2nc3c(-c4ccc(-c5ccccc5)nc4)cnn3c3[nH]ccc23)CC1. Yields the product CC(O)C(=O)N1CCC(c2nc3c(-c4ccc(-c5ccccc5)nc4)cnn3c3[nH]cc(Cl)c23)CC1. Reaction SMILES: [Cl:1][N:2]1[C:3](=[O:4])[CH2:5][CH2:6][C:7]1=[O:8].[O:44]=[CH:45][N:46]([CH3:47])[CH3:48].[OH:9][CH:10]([C:11](=[O:12])[N:13]1[CH2:14][CH2:15][CH:16]([c:19]2[n:20][c:21]3[n:22]([c:23]4[c:24]2[cH:25][cH:26][nH:27]4)[n:28][cH:29][c:30]3-[c:31]2[cH:32][n:33][c:34](-[c:37]3[cH:38][cH:39][cH:40][cH:41][cH:42]3)[cH:35][cH:36]2)[CH2:17][CH2:18]1)[CH3:43]>>[Cl:1][c:25]1[c:24]2[c:19]([CH:16]3[CH2:15][CH2:14][N:13]([C:11]([CH:10]([OH:9])[CH3:43])=[O:12])[CH2:18][CH2:17]3)[n:20][c:21]3[n:22]([c:23]2[nH:27][cH:26]1)[n:28][cH:29][c:30]3-[c:31]1[cH:32][n:33][c:34](-[c:37]2[cH:38][cH:39][cH:40][cH:41][cH:42]2)[cH:35][cH:36]1. Starting materials: NC1=CC=C(C=CC(=O)OCC)C=C1 (ethyl 4-aminocinnamate), COC1OC(CC1)OC (2,5-dimethoxytetrahydrofuran), CO (methanol). Run in C1(=CC=CC=C1)C (toluene), C(C)(=O)O (acetic acid). Yields the product N1(C=CC=C1)C1=CC=C(C=CC(=O)OCC)C=C1 (ethyl 4-(1-pyrrolyl)cinnamate). RXN SMILES: [NH2:1][C:2]1[CH:14]=[CH:13][C:5]([CH:6]=[CH:7][C:8]([O:10][CH2:11][CH3:12])=[O:9])=[CH:4][CH:3]=1.CO[CH:17]1[CH2:21][CH2:20][CH:19](OC)O1.CO>C1(C)C=CC=CC=1.C(O)(=O)C>[N:1]1([C:2]2[CH:3]=[CH:4][C:5]([CH:6]=[CH:7][C:8]([O:10][CH2:11][CH3:12])=[O:9])=[CH:13][CH:14]=2)[CH:17]=[CH:21][CH:20]=[CH:19]1. Procedure details: A solution of ethyl 4-aminocinnamate (1 g) and 2,5-dimethoxytetrahydrofuran (0.677 ml) in toluene (3 ml) and acetic acid (3 ml) was refluxed for 5 hours with removing methanol. After cooling, the mixture was washed with water twice and saturated sodium bicarbonate solution, dried over anhydrous magnesium sulfate. The solvent was evaporated in vacuo. The residue was purified with column chromatography eluting with n-hexane -ethyl acetate to give ethyl 4-(1-pyrrolyl)cinnamate (740 mg) as colorless... The reactants are CCOC(C)=O, CCO, Nc1c(N=O)cnn1-c1ccccc1, [Na+], O=C([O-])O. Yields the product Nc1cnn(-c2ccccc2)c1N. As a reaction SMILES: [CH3:15][CH2:16][O:17][C:18]([CH3:19])=[O:20].[CH3:26][CH2:27][OH:28].[N:1](=[O:2])[c:3]1[c:4]([NH2:14])[n:5](-[c:8]2[cH:9][cH:10][cH:11][cH:12][cH:13]2)[n:6][cH:7]1.[Na+:25].[O-:21][C:22]([OH:23])=[O:24]>>[NH2:1][c:3]1[c:4]([NH2:14])[n:5](-[c:8]2[cH:9][cH:10][cH:11][cH:12][cH:13]2)[n:6][cH:7]1. The reactants are N(=NC(=O)N1CCCCC1)C(=O)N1CCCCC1 (1,1'-(azodicarbonyl)dipiperidine), C(CCC)P(CCCC)CCCC (tri-n-butylphosphine), N(=NC(=O)N1CCCCC1)C(=O)N1CCCCC1 (1,1'-(azodicarbonyl)dipiperidine), C(CCC)P(CCCC)CCCC (tri-n-butylphosphine), COC1=C(C=CC=C1)S(=O)(=O)OC=1C=C(C=C(C1)C)O (3-(2-methoxyphenylsulfonyloxy)-5-methylphenol), C(CO)O (ethylene glycol), N(=NC(=O)N1CCCCC1)C(=O)N1CCCCC1 (1,1'-(azodicarbonyl)dipiperidine), C(CCC)P(CCCC)CCCC (Tri-n-butylphosphine). Solvent: O1CCCC1 (tetrahydrofuran), C(C)OCC (diethyl ether). Run at temperature 0 celsius, time 5 hour. Yields the product COC1=C(C=CC=C1)S(=O)(=O)OC=1C=C(OCCO)C=C(C1)C (2-[3-(2-Methoxyphenylsulfonyloxy)-5-methylphenoxy]ethanol). Isolated yield 67.7%. RXN SMILES: [CH3:1][O:2][C:3]1[CH:8]=[CH:7][CH:6]=[CH:5][C:4]=1[S:9]([O:12][C:13]1[CH:14]=[C:15]([OH:20])[CH:16]=[C:17]([CH3:19])[CH:18]=1)(=[O:11])=[O:10].[CH2:21](O)[CH2:22][OH:23].N(C(N1CCCCC1)=O)=NC(N1CCCCC1)=O.C(P(CCCC)CCCC)CCC>C(OCC)C.O1CCCC1>[CH3:1][O:2][C:3]1[CH:8]=[CH:7][CH:6]=[CH:5][C:4]=1[S:9]([O:12][C:13]1[CH:14]=[C:15]([CH:16]=[C:17]([CH3:19])[CH:18]=1)[O:20][CH2:21][CH2:22][OH:23])(=[O:10])=[O:11]. Procedure details: A solution of 3-(2-methoxyphenylsulfonyloxy)-5-methylphenol (245 mg, 0.83 mmol, prepared in step b of example 8), ethylene glycol (0.23 mL, 4.1 mmol), 1,1'-(azodicarbonyl)dipiperidine (420 mg, 1.66 mmol) and anhydrous tetrahydrofuran (6 mL) was cooled to 0° C. under nitrogen. Tri-n-butylphosphine (0.41 mL, 1.66 mmol) was added dropwise over 2.5 minutes. The mixture was stirred at 0° C. for 5 hours, then more 1,1'-(azodicarbonyl)dipiperidine (210 mg) and tri-n-butylphosphine (0.21 mL) were added.... Product: O=C(O)CC(CC(=O)O)c1ccc(O)cc1. As a reaction SMILES: [CH2:1]([SH:2])[CH3:3].[CH3:21][N:22]([CH3:23])[CH:24]=[O:25].[CH3:4][O:5][c:6]1[cH:7][cH:8][c:9]([CH:12]([CH2:13][C:14](=[O:15])[OH:16])[CH2:17][C:18](=[O:19])[OH:20])[cH:10][cH:11]1>>[OH:5][c:6]1[cH:7][cH:8][c:9]([CH:12]([CH2:13][C:14](=[O:15])[OH:16])[CH2:17][C:18](=[O:19])[OH:20])[cH:10][cH:11]1. Starting materials: CCS, CN(C)C=O, COc1ccc(C(CC(=O)O)CC(=O)O)cc1. The reactants are [BH4-], COC(=O)C(=CC1CCCC1)c1ccc(-n2nnnc2C)c(Cl)c1, CO, [Na+], Cl[Ni]Cl, O, O, O, O, O, O. The product is COC(=O)C(CC1CCCC1)c1ccc(-n2nnnc2C)c(Cl)c1. RXN SMILES: [BH4-:25].[CH3:1][O:2][C:3]([C:4](=[CH:5][CH:6]1[CH2:7][CH2:8][CH2:9][CH2:10]1)[c:11]1[cH:12][c:13]([Cl:23])[c:14](-[n:17]2[n:18][n:19][n:20][c:21]2[CH3:22])[cH:15][cH:16]1)=[O:24].[CH3:27][OH:28].[Na+:26].[Ni:35]([Cl:36])[Cl:37].[OH2:29].[OH2:30].[OH2:31].[OH2:32].[OH2:33].[OH2:34]>>[CH3:1][O:2][C:3]([CH:4]([CH2:5][CH:6]1[CH2:7][CH2:8][CH2:9][CH2:10]1)[c:11]1[cH:12][c:13]([Cl:23])[c:14](-[n:17]2[n:18][n:19][n:20][c:21]2[CH3:22])[cH:15][cH:16]1)=[O:24].